Dataset: the Open Reaction Database (ORD), a public repository of structured organic reaction records. Task: describe an organic reaction: reactants, conditions, products, and yield Reactants: Cl (hydrochloric acid), FC1=C(C=C(C(=C1)Cl)O)NC(OC)=O (methyl N-(2-fluoro-4-chloro-5-hydroxyphenyl)carbamate), C([O-])([O-])=O.[K+].[K+] (potassium carbonate), C1(CCCC1)Br (Cyclopentyl bromide). The solvent is C(C)#N (acetonitrile). Product: FC1=C(C=C(C(=C1)Cl)OC1CCCC1)NC(OC)=O (methyl N-(2-fluoro-4-chloro-5-cyclopentyloxyphenyl)carbamate). Yield: 84.6%. RXN SMILES: [CH:1]1(Br)[CH2:5][CH2:4][CH2:3][CH2:2]1.[F:7][C:8]1[CH:13]=[C:12]([Cl:14])[C:11]([OH:15])=[CH:10][C:9]=1[NH:16][C:17](=[O:20])[O:18][CH3:19].C(=O)([O-])[O-].[K+].[K+].Cl>C(#N)C>[F:7][C:8]1[CH:13]=[C:12]([Cl:14])[C:11]([O:15][CH:1]2[CH2:5][CH2:4][CH2:3][CH2:2]2)=[CH:10][C:9]=1[NH:16][C:17](=[O:20])[O:18][CH3:19] |f:2.3.4|. Procedure details: Cyclopentyl bromide (4.07 g, 27.3 mmol) was added to an acetonitrile solution (50 ml) containing methyl N-(2-fluoro-4-chloro-5-hydroxyphenyl)carbamate (5.00 g, 22,8 mmol) and potassium carbonate (1.80 g, 13.0 mmol), and the mixture was heated under reflux for 4 hours. After reaction, the reaction liquid was cooled to room temperature, 1N hydrochloric acid (50 ml) was added thereto, and this was extracted with ethyl acetate (50 ml×2). The organic layer was washed with water and then dried over an...